Dataset: the Open Reaction Database (ORD), a public repository of structured organic reaction records. Task: describe an organic reaction: reactants, conditions, products, and yield Product: C(C)(C)(C)C=1C=C(C=C(C1O)C(C)(C)C)CCC(=O)NN1C(C(CC1=O)CCCCCCCCCCCCCC)=O (N-[3-(3,5-di-t-butyl-4-hydroxyphenyl)propanamido]-2-tetradecylsuccinimide). Run at temperature 70 celsius. Procedure: A mixture of 2-tetradecylsuccinic anhydride (17.2 g, 52.5 mmol), 3-(3,5-di-t-butyl-4-hydroxyphenyl)propanoic acid hydrazide (15.4 g, 52.5 mmol) and 40 ml of toluene was refluxed for about one hour under a nitrogen atmosphere with the azeotropic removal of water. The bulk of the solvent was then allowed to distill off. Residual solvent was removed by placing the heated mixture (140° C.) under vacuum for 15 minutes. The bath used to heat the mixture was cooled to 70° C. and the vacuum was released... Run in O (water). The yield is 84.4%. Reaction SMILES: [CH2:1]([CH:15]1[CH2:20][C:19](=[O:21])[O:18][C:16]1=O)[CH2:2][CH2:3][CH2:4][CH2:5][CH2:6][CH2:7][CH2:8][CH2:9][CH2:10][CH2:11][CH2:12][CH2:13][CH3:14].[C:22]([C:26]1[CH:27]=[C:28]([CH2:37][CH2:38][C:39]([NH:41][NH2:42])=[O:40])[CH:29]=[C:30]([C:33]([CH3:36])([CH3:35])[CH3:34])[C:31]=1[OH:32])([CH3:25])([CH3:24])[CH3:23].C1(C)C=CC=CC=1>O>[C:33]([C:30]1[CH:29]=[C:28]([CH2:37][CH2:38][C:39]([NH:41][N:42]2[C:19](=[O:21])[CH2:20][CH:15]([CH2:1][CH2:2][CH2:3][CH2:4][CH2:5][CH2:6][CH2:7][CH2:8][CH2:9][CH2:10][CH2:11][CH2:12][CH2:13][CH3:14])[C:16]2=[O:18])=[O:40])[CH:27]=[C:26]([C:22]([CH3:23])([CH3:24])[CH3:25])[C:31]=1[OH:32])([CH3:34])([CH3:35])[CH3:36]. The reactants are C(CCCCCCCCCCCCC)C1C(=O)OC(C1)=O (2-tetradecylsuccinic anhydride), C(C)(C)(C)C=1C=C(C=C(C1O)C(C)(C)C)CCC(=O)NN (3-(3,5-di-t-butyl-4-hydroxyphenyl)propanoic acid hydrazide), C1(=CC=CC=C1)C (toluene). The reactants are [BH4-], COC(=O)c1ccc(N=Cc2cccc(F)c2)cn1, CN(C)C=O, CO, [Na+]. As a reaction SMILES: [BH4-:20].[CH3:1][O:2][C:3](=[O:4])[c:5]1[n:6][cH:7][c:8]([N:11]=[CH:12][c:13]2[cH:14][c:15]([F:19])[cH:16][cH:17][cH:18]2)[cH:9][cH:10]1.[CH3:22][N:23]([CH3:24])[CH:25]=[O:26].[CH3:27][OH:28].[Na+:21]>>[CH3:1][O:2][C:3](=[O:4])[c:5]1[n:6][cH:7][c:8]([NH:11][CH2:12][c:13]2[cH:14][c:15]([F:19])[cH:16][cH:17][cH:18]2)[cH:9][cH:10]1. Product: COC(=O)c1ccc(NCc2cccc(F)c2)cn1. The reactants are BrCC1=C(C(N=C(N1)C=1SC=NN1)C1=C(C=C(C=C1)F)Cl)C(=O)OCC (Ethyl 6-(bromomethyl)-4-(2-chloro-4-fluorophenyl)-2-(1,3,4-thiadiazol-2-yl)-1,4-dihydropyrimidine-5-carboxylate), Cl.N1CC(OCC1)C(=O)O (morpholine-2-carboxylic acid hydrochloride). Product: ClC1=C(C=CC(=C1)F)C1C(=C(NC(=N1)C=1SC=NN1)CN1CC(OCC1)C(=O)O)C(=O)OCC (4-((6-(2-chloro-4-fluorophenyl)-5-(ethoxycarbonyl)-2-(1,3,4-thiadiazol-2-yl)-3,6-dihydropyrimidin-4-yl)methyl)morpholine-2-carboxylic acid). Isolated yield 56.2%. As a reaction SMILES: Br[CH2:2][C:3]1[NH:8][C:7]([C:9]2[S:10][CH:11]=[N:12][N:13]=2)=[N:6][CH:5]([C:14]2[CH:19]=[CH:18][C:17]([F:20])=[CH:16][C:15]=2[Cl:21])[C:4]=1[C:22]([O:24][CH2:25][CH3:26])=[O:23].Cl.[NH:28]1[CH2:33][CH2:32][O:31][CH:30]([C:34]([OH:36])=[O:35])[CH2:29]1>>[Cl:21][C:15]1[CH:16]=[C:17]([F:20])[CH:18]=[CH:19][C:14]=1[CH:5]1[N:6]=[C:7]([C:9]2[S:10][CH:11]=[N:12][N:13]=2)[NH:8][C:3]([CH2:2][N:28]2[CH2:33][CH2:32][O:31][CH:30]([C:34]([OH:36])=[O:35])[CH2:29]2)=[C:4]1[C:22]([O:24][CH2:25][CH3:26])=[O:23] |f:1.2|. Reported procedure: Ethyl 6-(bromomethyl)-4-(2-chloro-4-fluorophenyl)-2-(1,3,4-thiadiazol-2-yl)-1,4-dihydropyrimidine-5-carboxylate (0.69 g, 1.5 mmol) was reacted with morpholine-2-carboxylic acid hydrochloride (0.25 g, 1.5 mmol) according to the procedure as described in Example 1, Step C to afford the title compound as a yellow solid (0.43 g, 56%). The compound was characterized by the following spectroscopic data: Starting materials: [BH3-]C#N, CCOC(=O)c1ccc(Nc2cc3c(cc2C)C(C)(C)CCN3C(C)C)cc1, CC(=O)O, CC#N, CCC=O, [Na+]. Product: CCCN(c1ccc(C(=O)OCC)cc1)c1cc2c(cc1C)C(C)(C)CCN2C(C)C. RXN SMILES: [C:33]([BH3-:34])#[N:35].[CH2:1]([CH3:2])[O:3][C:4]([c:5]1[cH:6][cH:7][c:8]([NH:11][c:12]2[c:13]([CH3:27])[cH:14][c:15]3[c:20]([cH:21]2)[N:19]([CH:22]([CH3:23])[CH3:24])[CH2:18][CH2:17][C:16]3([CH3:25])[CH3:26])[cH:9][cH:10]1)=[O:28].[CH3:37][C:38](=[O:39])[OH:40].[CH3:41][C:42]#[N:43].[CH:29]([CH2:30][CH3:31])=[O:32].[Na+:36]>>[CH2:1]([CH3:2])[O:3][C:4]([c:5]1[cH:6][cH:7][c:8]([N:11]([c:12]2[c:13]([CH3:27])[cH:14][c:15]3[c:20]([cH:21]2)[N:19]([CH:22]([CH3:23])[CH3:24])[CH2:18][CH2:17][C:16]3([CH3:25])[CH3:26])[CH2:29][CH2:30][CH3:31])[cH:9][cH:10]1)=[O:28].